From a dataset of the Open Reaction Database (ORD), a public repository of structured organic reaction records. describe an organic reaction: reactants, conditions, products, and yield The reactants are FC1=CC=CC(=N1)N (6-fluoropyridin-2-amine), C(C)C1NCCC1 (2-ethylpyrrolidine). The solvent is O (water). Reaction conditions: temperature 205 celsius. The product is C(C)C1N(CCC1)C1=CC=CC(=N1)N (6-(2-ethylpyrrolidin-1-yl)pyridin-2-amine). Yield: 66.8%. RXN SMILES: F[C:2]1[N:7]=[C:6]([NH2:8])[CH:5]=[CH:4][CH:3]=1.[CH2:9]([CH:11]1[CH2:15][CH2:14][CH2:13][NH:12]1)[CH3:10]>O>[CH2:9]([CH:11]1[CH2:15][CH2:14][CH2:13][N:12]1[C:2]1[N:7]=[C:6]([NH2:8])[CH:5]=[CH:4][CH:3]=1)[CH3:10]. Procedure details: A mixture of 6-fluoropyridin-2-amine (0.5 g, 4.46 mmol) and 2-ethylpyrrolidine (0.664 g, 6.7 mmol) in water (0.3 mL) was heated to 205° C. for 0.5 h in a microwave oven then concentrated in vacuo. The residue was purified by chromatography (silica gel, 10 g, 200˜300 mesh, ethyl acetate:petroleum ether=1:30) to afford 6-(2-ethylpyrrolidin-1-yl)pyridin-2-amine (0.57 g, 67%) as a yellow oil. LC-MS: [M+1]+=192, tR=1.100 min. Starting materials: NC=1C2=C(N=CN1)N(C(=C2C2=CC(=CC=C2)OCC2=CC=CC=C2)CC)[C@H]2C[C@H](C2)CO (cis-{3-[4-Amino-5-(3-benzyloxy-phenyl)-6-ethyl-pyrrolo[2,3-d]pyrimidin-7-yl]-cyclobutyl}methanol), C1(=CC=C(C=C1)S(=O)(=O)Cl)C (p-toluenesulfonyl chloride), OC1CCNCC1 (4-hydroxypiperidine). Yields the product NC=1C2=C(N=CN1)N(C(=C2C2=CC(=CC=C2)OCC2=CC=CC=C2)CC)[C@H]2C[C@H](C2)CN2CCC(CC2)O (cis-1-{3-[4-Amino-5-(3-benzyloxy-phenyl)-6-ethyl-pyrrolo[2,3-d]pyrimidin-7-yl]-cyclobutylmethyl}-piperidin-4-ol). As a reaction SMILES: [NH2:1][C:2]1[C:3]2[C:10]([C:11]3[CH:16]=[CH:15][CH:14]=[C:13]([O:17][CH2:18][C:19]4[CH:24]=[CH:23][CH:22]=[CH:21][CH:20]=4)[CH:12]=3)=[C:9]([CH2:25][CH3:26])[N:8]([C@@H:27]3[CH2:30][C@H:29]([CH2:31]O)[CH2:28]3)[C:4]=2[N:5]=[CH:6][N:7]=1.C1(C)C=CC(S(Cl)(=O)=O)=CC=1.[OH:44][CH:45]1[CH2:50][CH2:49][NH:48][CH2:47][CH2:46]1>>[NH2:1][C:2]1[C:3]2[C:10]([C:11]3[CH:16]=[CH:15][CH:14]=[C:13]([O:17][CH2:18][C:19]4[CH:20]=[CH:21][CH:22]=[CH:23][CH:24]=4)[CH:12]=3)=[C:9]([CH2:25][CH3:26])[N:8]([C@@H:27]3[CH2:30][C@H:29]([CH2:31][N:48]4[CH2:49][CH2:50][CH:45]([OH:44])[CH2:46][CH2:47]4)[CH2:28]3)[C:4]=2[N:5]=[CH:6][N:7]=1. Procedure: The title compound is prepared in analogy to Example 116 from cis-{3-[4-amino-5-(3-benzyloxy-phenyl)-6-ethyl-pyrrolo[2,3-d]pyrimidin-7-yl]-cyclobutyl}methanol of Example 124, p-toluenesulfonyl chloride and 4-hydroxypiperidine (Fluka, Buchs, Switzerland). Analytical HPLC-MS: tR=1.49 min; ES-MS: m/eo=512.48. Reactants: NC1=CC=CC2=C(C=CC=C12)[N+](=O)[O-] (1-Amino-5-nitronaphthalene), ClCC12CCCN2CCC1 (5-chloromethyl-1-azabicyclo[3.3.0]octane). Product: N12CCCC2(CCC1)CNC1=CC=CC2=C(C=CC=C12)[N+](=O)[O-] (1-(1-Azabicyclo[3.3.0]octan-5-yl)methylamino-5-nitronaphthalene). Yield: 45.3%. As a reaction SMILES: [NH2:1][C:2]1[C:11]2[C:6](=[C:7]([N+:12]([O-:14])=[O:13])[CH:8]=[CH:9][CH:10]=2)[CH:5]=[CH:4][CH:3]=1.Cl[CH2:16][C:17]12[CH2:24][CH2:23][CH2:22][N:21]1[CH2:20][CH2:19][CH2:18]2>>[N:21]12[CH2:22][CH2:23][CH2:24][C:17]1([CH2:16][NH:1][C:2]1[C:11]3[C:6](=[C:7]([N+:12]([O-:14])=[O:13])[CH:8]=[CH:9][CH:10]=3)[CH:5]=[CH:4][CH:3]=1)[CH2:18][CH2:19][CH2:20]2. Procedure: 1-Amino-5-nitronaphthalene and 5-chloromethyl-1-azabicyclo[3.3.0]octane were reacted in the same manner as in Example 3 to obtain the titled compound in a yield of 45.3%.